Dataset: the Open Reaction Database (ORD), a public repository of structured organic reaction records. Task: describe an organic reaction: reactants, conditions, products, and yield Starting materials: ClCCl, CCC(C)CCOS(N)(=O)=O. The product is CCC1(C)CCOS(=O)(=O)N1. As a reaction SMILES: [Cl:12][CH2:13][Cl:14].[S:1]([NH2:2])([O:3][CH2:4][CH2:5][CH:6]([CH2:7][CH3:8])[CH3:9])(=[O:10])=[O:11]>>[S:1]1(=[O:10])(=[O:11])[NH:2][C:6]([CH2:7][CH3:8])([CH3:9])[CH2:5][CH2:4][O:3]1. Reactants: O=C([O-])[O-], CS(=O)(=O)Cl, CCOCC, ClCCl, Fc1ccc(NCc2cccnc2)c(F)c1, [K+], [K+]. Yields the product CS(=O)(=O)N(Cc1cccnc1)c1ccc(F)cc1F. Reaction SMILES: [C:20](=[O:21])([O-:22])[O-:23].[CH3:26][S:27]([Cl:28])(=[O:29])=[O:30].[CH3:31][CH2:32][O:33][CH2:34][CH3:35].[Cl:17][CH2:18][Cl:19].[F:1][c:2]1[c:3]([NH:9][CH2:10][c:11]2[cH:12][n:13][cH:14][cH:15][cH:16]2)[cH:4][cH:5][c:6]([F:8])[cH:7]1.[K+:24].[K+:25]>>[F:1][c:2]1[c:3]([N:9]([CH2:10][c:11]2[cH:12][n:13][cH:14][cH:15][cH:16]2)[S:27]([CH3:26])(=[O:29])=[O:30])[cH:4][cH:5][c:6]([F:8])[cH:7]1. As a reaction SMILES: [C:13]([n:14]1[cH:15][cH:16][n:17][cH:18]1)([n:19]1[cH:20][cH:21][n:22][cH:23]1)=[O:24].[CH2:25]1[CH2:26][O:27][CH2:28][CH2:29][NH:30]1.[CH3:1][c:2]1[nH:3][cH:4][c:5]([CH3:12])[c:6]1[CH2:7][CH2:8][C:9](=[O:10])[OH:11].[CH:31]([N:32]([CH2:33][CH3:34])[CH:35]([CH3:36])[CH3:37])([CH3:38])[CH3:39].[Cl:40][CH2:41][Cl:42].[OH2:43]>>[CH3:1][c:2]1[nH:3][cH:4][c:5]([CH3:12])[c:6]1[CH2:7][CH2:8][C:9](=[O:11])[N:30]1[CH2:25][CH2:26][O:27][CH2:28][CH2:29]1. Yields the product Cc1c[nH]c(C)c1CCC(=O)N1CCOCC1. Starting materials: O=C(n1ccnc1)n1ccnc1, C1COCCN1, Cc1c[nH]c(C)c1CCC(=O)O, CCN(C(C)C)C(C)C, ClCCl, O. The reactants are BrC1=CC=C(C=C1)NC1CCN(CC1)C(=O)OC(C)(C)C (4-(4-Bromophenyl)amino-1-(tert-butoxycarbonyl)piperidine), COC=1C=C(C=C(C1OC)OC)C=1C=C(CCl)C=CC1 (3-(3,4,5-trimethoxyphenyl)benzyl chloride). Product: BrC1=CC=C(C=C1)N(CC1=CC(=CC=C1)C1=CC(=C(C(=C1)OC)OC)OC)C1CCN(CC1)C(=O)OC(C)(C)C (4-[N-(4-Bromophenyl)-N-[3-(3,4,5-trimethoxyphenyl)benzyl]amino]-1-(tert-butoxycarbonyl)piperidine). As a reaction SMILES: [Br:1][C:2]1[CH:7]=[CH:6][C:5]([NH:8][CH:9]2[CH2:14][CH2:13][N:12]([C:15]([O:17][C:18]([CH3:21])([CH3:20])[CH3:19])=[O:16])[CH2:11][CH2:10]2)=[CH:4][CH:3]=1.[CH3:22][O:23][C:24]1[CH:25]=[C:26]([C:34]2[CH:35]=[C:36]([CH:39]=[CH:40][CH:41]=2)[CH2:37]Cl)[CH:27]=[C:28]([O:32][CH3:33])[C:29]=1[O:30][CH3:31]>>[Br:1][C:2]1[CH:7]=[CH:6][C:5]([N:8]([CH:9]2[CH2:10][CH2:11][N:12]([C:15]([O:17][C:18]([CH3:21])([CH3:20])[CH3:19])=[O:16])[CH2:13][CH2:14]2)[CH2:37][C:36]2[CH:39]=[CH:40][CH:41]=[C:34]([C:26]3[CH:27]=[C:28]([O:32][CH3:33])[C:29]([O:30][CH3:31])=[C:24]([O:23][CH3:22])[CH:25]=3)[CH:35]=2)=[CH:4][CH:3]=1. Reported procedure: 4-(4-Bromophenyl)amino-1-(tert-butoxycarbonyl)piperidine (711 mg) and 3-(3,4,5-trimethoxyphenyl)benzyl chloride (586 mg) was treated in the same manner as described in Example 9 to give light yellow amorphous of the title compound. Reactants: ClC=1C=C2C(C(=NNC2=CC1)S(=O)C)=O (6-chloro-3-(methylsulfinyl)-4(1H)-cinnolinone), NC1=C(C=CC(=C1)Cl)C(CS(=O)C)=O (2'-amino-4'-chloro-2-(methylsulfinyl) acetophenone), N(=O)[O-].[Na+] (NaNO2). The solvent is Cl (HCl). Yields the product ClC1=CC=C2C(C(=NNC2=C1)S(=O)C)=O (7-Chloro-3-(methylsulfinyl)-4(1H)-cinnolinone). As a reaction SMILES: Cl[C:2]1[CH:3]=[C:4]2[C:9](=[CH:10][CH:11]=1)[NH:8][N:7]=[C:6]([S:12]([CH3:14])=[O:13])[C:5]2=[O:15].NC1C=C([Cl:23])C=CC=1C(=O)CS(C)=O.N([O-])=O.[Na+]>Cl>[Cl:23][C:11]1[CH:10]=[C:9]2[C:4]([C:5](=[O:15])[C:6]([S:12]([CH3:14])=[O:13])=[N:7][NH:8]2)=[CH:3][CH:2]=1 |f:2.3|. Reported procedure: This was prepared in analogous fashion to 6-chloro-3-(methylsulfinyl)-4(1H)-cinnolinone by diazotizing a suspension of 11 g of 2'-amino-4'-chloro-2-(methylsulfinyl) acetophenone in 250 ml of 1N HCl with 3.5 g of NaNO2. The material was recrystallized from dimethyl formamide m.p. 285°-90°; yield 10 g (87%). Reactants: [N+](=O)([O-])C=1C=C(CN)C=CC1 (3-nitrobenzylamine), COC(C1=CC=C(C=C1)C=1N=C(C2=C(N1)SC(=C2)C)Cl)=O (4-(4-chloro-6-methyl-thieno-[2,3-d]-pyrimidin-2-yl)-benzoic acid methylester). Product: COC(C1=CC=C(C=C1)C=1N=C(C2=C(N1)SC(=C2)C)NCC2=CC(=CC=C2)[N+](=O)[O-])=O (4-[4-(3-nitrobenzylamino)-6-methyl-thieno-[2,3-d]-pyrimidin-2-yl]-benzoic acid methylester). Reaction SMILES: [N+:1]([C:4]1[CH:5]=[C:6]([CH:9]=[CH:10][CH:11]=1)[CH2:7][NH2:8])([O-:3])=[O:2].[CH3:12][O:13][C:14](=[O:32])[C:15]1[CH:20]=[CH:19][C:18]([C:21]2[N:22]=[C:23](Cl)[C:24]3[CH:29]=[C:28]([CH3:30])[S:27][C:25]=3[N:26]=2)=[CH:17][CH:16]=1>>[CH3:12][O:13][C:14](=[O:32])[C:15]1[CH:16]=[CH:17][C:18]([C:21]2[N:22]=[C:23]([NH:8][CH2:7][C:6]3[CH:9]=[CH:10][CH:11]=[C:4]([N+:1]([O-:3])=[O:2])[CH:5]=3)[C:24]3[CH:29]=[C:28]([CH3:30])[S:27][C:25]=3[N:26]=2)=[CH:19][CH:20]=1. Procedure details: The reaction procedure as above wherein 3-nitrobenzylamine is reacted with 4-(4-chloro-6-methyl-thieno-[2,3-d]-pyrimidin-2-yl)-benzoic acid methylester yields 4-[4-(3-nitrobenzylamino)-6-methyl-thieno-[2,3-d]-pyrimidin-2-yl]-benzoic acid methylester. Reactants: C1(CCCC1)N (cyclopentyl amine), BrC1=NC2=C(N1[C@H]1[C@H](O)[C@H](O)[C@H](O1)C)C=C(C(=C2)Cl)Cl (2-bromo-5,6-dichloro-1-(5-deoxy-beta-D-ribofuranosyl)-1H-benzimidazole). The solvent is C(Cl)Cl (CH2Cl2). The product is ClC1=CC2=C(N(C(=N2)NC2CCCC2)[C@H]2[C@H](O)[C@H](O)[C@H](O2)C)C=C1Cl (5,6-Dichloro-1-(5-deoxy-beta-D-ribofuranosyl)-N-(cyclopentyl)-1H-benzimidazol-2-amine). The yield is 95.4%. As a reaction SMILES: [CH:1]1([NH2:6])[CH2:5][CH2:4][CH2:3][CH2:2]1.Br[C:8]1[N:12]([C@@H:13]2[O:19][C@H:18]([CH3:20])[C@@H:16]([OH:17])[C@H:14]2[OH:15])[C:11]2[CH:21]=[C:22]([Cl:26])[C:23]([Cl:25])=[CH:24][C:10]=2[N:9]=1>C(Cl)Cl>[Cl:25][C:23]1[C:22]([Cl:26])=[CH:21][C:11]2[N:12]([C@@H:13]3[O:19][C@H:18]([CH3:20])[C@@H:16]([OH:17])[C@H:14]3[OH:15])[C:8]([NH:6][CH:1]3[CH2:5][CH2:4][CH2:3][CH2:2]3)=[N:9][C:10]=2[CH:24]=1. Procedure details: Following General Procedure V, cyclopentyl amine (Aldrich, 5 mL, 50.68 mmol), and 2-bromo-5,6-dichloro-1-(5-deoxy-beta-D-ribofuranosyl)-1H-benzimidazole (250 mg, 0.65 mmol) reacted for 92 h. Purification on a silica gel column with 1:15 methanol:CH2Cl2 gave the title compound (238 mg, 0.62 mmol, 95%); MS (EI): m/z (rel. intensity) 386 (0.20, M+); 1H NMR (DMSO-d6) δ7.42 (s, 1H, Ar—H), 7.33 (s, 1H, Ar—H), 6.68 (d, 1H, NH, J=6.7 Hz), 5.71 (d, 1H, CH, J=6.8 Hz), 5.29 (m, 2H, overlapping OH), 4.32 (m...